Dataset: the Open Reaction Database (ORD), a public repository of structured organic reaction records. Task: describe an organic reaction: reactants, conditions, products, and yield Reactants: CC(O)C(NC(=O)OC(C)(C)C)C(=O)O, O=[N+]([O-])c1cc(C(F)(F)F)ccc1F. Yields the product CC(Oc1ccc(C(F)(F)F)cc1[N+](=O)[O-])C(NC(=O)OC(C)(C)C)C(=O)O. Reaction SMILES: [C:1]([CH3:2])([CH3:3])([CH3:4])[O:5][C:6](=[O:7])[NH:8][CH:9]([C:10](=[O:11])[OH:12])[CH:13]([CH3:14])[OH:15].[F:16][c:17]1[c:18]([N+:27](=[O:28])[O-:29])[cH:19][c:20]([C:23]([F:24])([F:25])[F:26])[cH:21][cH:22]1>>[C:1]([CH3:2])([CH3:3])([CH3:4])[O:5][C:6](=[O:7])[NH:8][CH:9]([C:10](=[O:11])[OH:12])[CH:13]([CH3:14])[O:15][c:17]1[c:18]([N+:27](=[O:28])[O-:29])[cH:19][c:20]([C:23]([F:24])([F:25])[F:26])[cH:21][cH:22]1.